From a dataset of the Open Reaction Database (ORD), a public repository of structured organic reaction records. describe an organic reaction: reactants, conditions, products, and yield The reactants are C(C)(C)(C)OC(=O)N1CCNCC1 (piperazine-1-carboxylic acid tert-butyl ester), [H-].[Na+] (NaH), CO (MeOH), BrCC#N (bromoacetonitrile). Solvent: C1CCOC1 (THF). Reaction conditions: time 4 hour. The product is C(C)(C)(C)OC(=O)N1CCN(CC1)CC#N (4-cyanomethyl-piperazine-1-carboxylic acid tert-butyl ester). As a reaction SMILES: [C:1]([O:5][C:6]([N:8]1[CH2:13][CH2:12][NH:11][CH2:10][CH2:9]1)=[O:7])([CH3:4])([CH3:3])[CH3:2].[H-].[Na+].Br[CH2:17][C:18]#[N:19].CO>C1COCC1>[C:1]([O:5][C:6]([N:8]1[CH2:13][CH2:12][N:11]([CH2:17][C:18]#[N:19])[CH2:10][CH2:9]1)=[O:7])([CH3:4])([CH3:2])[CH3:3] |f:1.2|. Procedure: To a partially dissolved solution of piperazine-1-carboxylic acid tert-butyl ester (2.0 g, 10 mmol) in THF (30 mL) is added 60% NaH (0.44 g, 11 mmol). The resulting solution is stirred for 5 min before the addition of bromoacetonitrile (0.9 mL, 13 mmol). The reaction is stirred for 4 h. MeOH (1 mL) is added and the solution is concentrated and the residue is diluted with EtOAc, washed with 1 N HCl, H2O, NaHCO3 and the solution is dried over MgSO4. The filtrate is concentrated and the crude produ... Starting materials: COC(=O)C=1C(SC2=CC(=CC=C2C1O)Br)=O (7-bromo-4-hydroxy-2-oxo-2H-thiochromene-3-carboxylic acid methyl ester), ClC=1C=C(C=CC1F)B(O)O (3-chloro-4-fluoro-phenylboronic acid). Yields the product COC(=O)C=1C(SC2=CC(=CC=C2C1O)C1=CC(=C(C=C1)F)Cl)=O (7-(3-Chloro-4-fluoro-phenyl)-4-hydroxy-2-oxo-2H-thiochromene-3-carboxylic acid methyl ester). Reaction SMILES: [CH3:1][O:2][C:3]([C:5]1[C:6](=[O:17])[S:7][C:8]2[C:13]([C:14]=1[OH:15])=[CH:12][CH:11]=[C:10](Br)[CH:9]=2)=[O:4].[Cl:18][C:19]1[CH:20]=[C:21](B(O)O)[CH:22]=[CH:23][C:24]=1[F:25]>>[CH3:1][O:2][C:3]([C:5]1[C:6](=[O:17])[S:7][C:8]2[C:13]([C:14]=1[OH:15])=[CH:12][CH:11]=[C:10]([C:21]1[CH:22]=[CH:23][C:24]([F:25])=[C:19]([Cl:18])[CH:20]=1)[CH:9]=2)=[O:4]. Procedure: 7-(3-Chloro-4-fluoro-phenyl)-4-hydroxy-2-oxo-2H-thiochromene-3-carboxylic acid methyl ester was prepared from 7-bromo-4-hydroxy-2-oxo-2H-thiochromene-3-carboxylic acid methyl ester (Example 5e) and 3-chloro-4-fluoro-phenylboronic acid under conditions analogous to Example 7(a). MS ESI(+) m/e: 365.10 (M+1). Starting materials: C(C)(C)(C)OC(=O)N1C=CC2=CC(=CC=C12)S (5-Mercapto-indole-1-carboxylic acid tert-butyl ester), BrC1=CC=C(C=C1)NC(C1=CC(=C(C=C1)Cl)[N+](=O)[O-])=O (N-(4-Bromo-phenyl)-4-chloro-3-nitro-benzamide), C(C)(=O)[O-].[Na+] (sodium acetate). Solvent: C(C)O (ethanol). Product: C(C)(C)(C)OC(=O)N1C=CC2=CC(=CC=C12)SC1=C(C=C(C=C1)C(NC1=CC=C(C=C1)Br)=O)[N+](=O)[O-] (5-[4-(4-Bromo-phenylcarbamoyl)-2-nitro-phenylsulfanyl]-indole-1-carboxylic acid tert-butyl ester). Yield: 84.7%. Reaction SMILES: [C:1]([O:5][C:6]([N:8]1[C:16]2[C:11](=[CH:12][C:13]([SH:17])=[CH:14][CH:15]=2)[CH:10]=[CH:9]1)=[O:7])([CH3:4])([CH3:3])[CH3:2].[Br:18][C:19]1[CH:24]=[CH:23][C:22]([NH:25][C:26](=[O:37])[C:27]2[CH:32]=[CH:31][C:30](Cl)=[C:29]([N+:34]([O-:36])=[O:35])[CH:28]=2)=[CH:21][CH:20]=1.C([O-])(=O)C.[Na+]>C(O)C>[C:1]([O:5][C:6]([N:8]1[C:16]2[C:11](=[CH:12][C:13]([S:17][C:30]3[CH:31]=[CH:32][C:27]([C:26](=[O:37])[NH:25][C:22]4[CH:23]=[CH:24][C:19]([Br:18])=[CH:20][CH:21]=4)=[CH:28][C:29]=3[N+:34]([O-:36])=[O:35])=[CH:14][CH:15]=2)[CH:10]=[CH:9]1)=[O:7])([CH3:4])([CH3:2])[CH3:3] |f:2.3|. Procedure: A solution of the product of Example 89C (39.9 mg, 0.160 mmol) in anhydrous ethanol (2 mL) under a nitrogen atmosphere was treated with the product of Example 10A (56.8 mg, 0.160 mmol) and anhydrous sodium acetate (66 mg, 0.800 mmol) at room temperature, then heated at reflux for 2 hours. The reaction was cooled to room temperature and the solvent removed by rotary evaporation under vacuum. The residue was taken up in ethyl acetate (50 mL) and washed with water (2×25 mL) and brine (25 mL). The o... The reactants are C(C)(=O)C1=C(C(=C(OCCCSCC2OC3(OC2)CC(CC3)CC(=O)OCC)C=C1)CCC)O (ethyl 2-[[[3-(4-acetyl-3-hydroxy-2-propylphenoxy)propyl]thio]methyl]-1,4-dioxaspiro[4.4]nonane-7-acetate), [Li+].[OH-] (LiOH). The solvent is CO (methanol). The product is C(C)(=O)C1=C(C(=C(OCCCSCC2OC3(OC2)CC(CC3)CC(=O)O)C=C1)CCC)O (2-[[[3-(4-acetyl-3-hydroxy-2-propylphenoxy)propyl]thio]methyl]-1,4-dioxaspiro[4.4]nonane-7-acetic acid). As a reaction SMILES: [C:1]([C:4]1[CH:30]=[CH:29][C:7]([O:8][CH2:9][CH2:10][CH2:11][S:12][CH2:13][CH:14]2[CH2:18][O:17][C:16]3([CH2:22][CH2:21][CH:20]([CH2:23][C:24]([O:26]CC)=[O:25])[CH2:19]3)[O:15]2)=[C:6]([CH2:31][CH2:32][CH3:33])[C:5]=1[OH:34])(=[O:3])[CH3:2].[Li+].[OH-]>CO>[C:1]([C:4]1[CH:30]=[CH:29][C:7]([O:8][CH2:9][CH2:10][CH2:11][S:12][CH2:13][CH:14]2[CH2:18][O:17][C:16]3([CH2:22][CH2:21][CH:20]([CH2:23][C:24]([OH:26])=[O:25])[CH2:19]3)[O:15]2)=[C:6]([CH2:31][CH2:32][CH3:33])[C:5]=1[OH:34])(=[O:3])[CH3:2] |f:1.2|. Reported procedure: The ester of Example 13 (4.87 g, 10 mmol) is stirred overnight at room temperature under N2 with aqueous LiOH solution (2M, 13 ml) in methanol (60 ml). The reaction is concentrated on a rotary evaporator and the residue diluted with water. The resulting solution is washed once with ethyl ether and then acidified to pH 2.5 with 0.5N KHSO4 solution. The aqueous mixture is extracted with ethyl acetate and the organic layer dried over MgSO4. The reactants are [O-]CC.[Na+] (sodiumethoxide), Cl.C(C)(=N)N (acetamidine hydrochloric acid salt), O=C1CN(CCC1C(C(F)(F)F)=O)C(=O)OC(C)(C)C (t-butyl 3-oxo-4-(trifluoroacetyl)-piperidin-1-carboxylate). Solvent: C(C)O (ethanol), C(C)O (ethanol). Run at temperature 80 celsius, time 15 minute. Product: CC=1N=C(C2=C(N1)CN(CC2)C(=O)OC(C)(C)C)C(F)(F)F (t-butyl 2-methyl-4-(trifluoromethyl)-5,8-dihydropyrido[3,4-d]pyrimidin-7(6H)-carboxylate). Yield: 15.4%. RXN SMILES: [O-]CC.[Na+].Cl.[C:6]([NH2:9])(=[NH:8])[CH3:7].O=[C:11]1[CH:16]([C:17](=O)[C:18]([F:21])([F:20])[F:19])[CH2:15][CH2:14][N:13]([C:23]([O:25][C:26]([CH3:29])([CH3:28])[CH3:27])=[O:24])[CH2:12]1>C(O)C>[CH3:7][C:6]1[N:8]=[C:17]([C:18]([F:21])([F:20])[F:19])[C:16]2[CH2:15][CH2:14][N:13]([C:23]([O:25][C:26]([CH3:29])([CH3:27])[CH3:28])=[O:24])[CH2:12][C:11]=2[N:9]=1 |f:0.1,2.3|. Procedure details: 1.3 mL of sodiumethoxide (21% wt. ethanol solution) was added at room temperature to a solution in which 283 mg (3.0 mmol) of acetamidine hydrochloric acid salt was dissolved in 5 mL of absolute ethanol. After stirring of 15 minutes, to the resulting solution, was added a solution in which 590 mg (2.0 mmol) of t-butyl 3-oxo-4-(trifluoroacetyl)-piperidin-1-carboxylate obtained in PREPARATION 47 was diluted with 5 mL of absolute ethanol. The resulting mixture was heated to 80° C. and stirred for 1... The reactants are C(C)N1CCN(CC1)S(=O)(=O)N (4-ethylpiperazine-1-sulfonamide), C1(CCCCC1)P(C1=C(C=CC=C1)C1=C(C=C(C=C1C(C)C)C(C)C)C(C)C)C1CCCCC1 (2-dicyclohexylphosphino-2′,4′,6′-tri-isopropyl-1,1′-biphenyl), C([O-])([O-])=O.[Cs+].[Cs+] (cesium carbonate), C(C)OC([C@@H](C)OC1=NC(=NC(=C1)Cl)SCC1=C(C(=CC=C1)F)F)=O (2-[[6-chloro-2-[[(2,3-difluorophenyl)methyl]thio]-4-pyrimidinyl]oxy]-(2R)-propanoic acid ethyl ester), product. The reagents and catalysts are C=1C=CC(=CC1)/C=C/C(=O)/C=C/C2=CC=CC=C2.C=1C=CC(=CC1)/C=C/C(=O)/C=C/C2=CC=CC=C2.C=1C=CC(=CC1)/C=C/C(=O)/C=C/C2=CC=CC=C2.[Pd].[Pd] (tris(dibenzylideneacetone)dipalladium). The solvent is O1CCOCC1 (dioxane). Yields the product FC1=C(CSC2=NC(=CC(=N2)O[C@@H](C(=O)OCC)C)NS(=O)(=O)N2CCN(CC2)CC)C=CC=C1F (Ethyl (2R)-2-[(2-[(2,3-difluorobenzyl)thio]-6-{[(4-ethylpiperazin-1-yl)sulfonyl]amino}pyrimidin-4-yl)oxy]propanoate). As a reaction SMILES: [CH2:1]([N:3]1[CH2:8][CH2:7][N:6]([S:9]([NH2:12])(=[O:11])=[O:10])[CH2:5][CH2:4]1)[CH3:2].C1(P(C2CCCCC2)C2C=CC=CC=2C2C(C(C)C)=CC(C(C)C)=CC=2C(C)C)CCCCC1.C(=O)([O-])[O-].[Cs+].[Cs+].[CH2:53]([O:55][C:56](=[O:77])[C@H:57]([O:59][C:60]1[CH:65]=[C:64](Cl)[N:63]=[C:62]([S:67][CH2:68][C:69]2[CH:74]=[CH:73][CH:72]=[C:71]([F:75])[C:70]=2[F:76])[N:61]=1)[CH3:58])[CH3:54]>O1CCOCC1.C1C=CC(/C=C/C(/C=C/C2C=CC=CC=2)=O)=CC=1.C1C=CC(/C=C/C(/C=C/C2C=CC=CC=2)=O)=CC=1.C1C=CC(/C=C/C(/C=C/C2C=CC=CC=2)=O)=CC=1.[Pd].[Pd]>[F:76][C:70]1[C:71]([F:75])=[CH:72][CH:73]=[CH:74][C:69]=1[CH2:68][S:67][C:62]1[N:61]=[C:60]([O:59][C@H:57]([CH3:58])[C:56]([O:55][CH2:53][CH3:54])=[O:77])[CH:65]=[C:64]([NH:12][S:9]([N:6]2[CH2:5][CH2:4][N:3]([CH2:1][CH3:2])[CH2:8][CH2:7]2)(=[O:10])=[O:11])[N:63]=1 |f:2.3.4,7.8.9.10.11|. Procedure details: To a solution of 1-Ethylpiperazine (1 g) in dioxane (10 ml) was added sulfamide (0.746 g) and the reaction mixture was then heated at reflux in dioxane for 72 h. The reaction mixture was purified by loading onto SCX and eluting with (200 ml) MeOH/NH3. The eluent was then reduced in vacuo to yield 4-Ethylpiperazine-1-sulfonamide as a white solid. A mixture of 4-ethylpiperazine-1-sulfonamide (0.289 g), tris(dibenzylideneacetone)dipalladium (0) (50 mg), 2-dicyclohexylphosphino-2′,4′,6′-tri-isopropy... The reactants are C, CO, CCOC(C)=O, CC(C)(C)OC(=O)c1ccc(-c2ccc3c(c2)OCO3)cc1[N+](=O)[O-], [Pd]. The product is CC(C)(C)OC(=O)c1ccc(-c2ccc3c(c2)OCO3)cc1N. Reaction SMILES: [C:28].[CH3:1][OH:2].[CH3:30][CH2:31][O:32][C:33](=[O:34])[CH3:35].[O:3]1[CH2:4][O:5][c:6]2[c:7]1[cH:8][cH:9][c:10](-[c:12]1[cH:13][c:14]([N+:25]([O-:26])=[O:27])[c:15]([C:16](=[O:17])[O:18][C:19]([CH3:20])([CH3:21])[CH3:22])[cH:23][cH:24]1)[cH:11]2.[Pd:29]>>[O:3]1[CH2:4][O:5][c:6]2[c:7]1[cH:8][cH:9][c:10](-[c:12]1[cH:13][c:14]([NH2:25])[c:15]([C:16](=[O:17])[O:18][C:19]([CH3:20])([CH3:21])[CH3:22])[cH:23][cH:24]1)[cH:11]2. Reactants: CN(C)C=O, CCOC(C)=O, Fc1ccc(N2CCN(CCCCl)CC2)cc1, [H-], [Na+], O, O=S1(=O)Nc2ccccc2-c2ccccc21. Yields the product O=S1(=O)c2ccccc2-c2ccccc2N1CCCN1CCN(c2ccc(F)cc2)CC1. RXN SMILES: [CH3:37][N:38]([CH3:39])[CH:40]=[O:41].[CH3:42][CH2:43][O:44][C:45](=[O:46])[CH3:47].[Cl:19][CH2:20][CH2:21][CH2:22][N:23]1[CH2:24][CH2:25][N:26]([c:29]2[cH:30][cH:31][c:32]([F:35])[cH:33][cH:34]2)[CH2:27][CH2:28]1.[H-:17].[Na+:18].[OH2:36].[cH:1]1[cH:2][cH:3][cH:4][c:5]2[c:6]1-[c:7]1[c:8]([cH:13][cH:14][cH:15][cH:16]1)[NH:9][S:10]2(=[O:11])=[O:12]>>[cH:1]1[cH:2][cH:3][cH:4][c:5]2[c:6]1-[c:7]1[c:8]([cH:13][cH:14][cH:15][cH:16]1)[N:9]([CH2:20][CH2:21][CH2:22][N:23]1[CH2:24][CH2:25][N:26]([c:29]3[cH:30][cH:31][c:32]([F:35])[cH:33][cH:34]3)[CH2:27][CH2:28]1)[S:10]2(=[O:11])=[O:12].